From a dataset of the Open Reaction Database (ORD), a public repository of structured organic reaction records. describe an organic reaction: reactants, conditions, products, and yield Starting materials: CC(C)(C)P(C(C)(C)C)C(C)(C)C, C#CCCCO, CC(C)NC(C)C, CN1C(=O)C(c2ccc(OC(F)F)cc2)(c2cccc(Br)c2)N=C1N, C1COCCO1, O. Product: CN1C(=O)C(c2ccc(OC(F)F)cc2)(c2cccc(C#CCCCO)c2)N=C1N. As a reaction SMILES: [C:26]([P:27]([C:28]([CH3:29])([CH3:30])[CH3:31])[C:32]([CH3:33])([CH3:34])[CH3:35])([CH3:36])([CH3:37])[CH3:38].[CH2:46]([CH2:47][CH2:48][C:49]#[CH:50])[OH:51].[CH:39]([NH:40][CH:41]([CH3:42])[CH3:43])([CH3:44])[CH3:45].[NH2:1][C:2]1=[N:3][C:4]([c:9]2[cH:10][cH:11][c:12]([O:15][CH:16]([F:17])[F:18])[cH:13][cH:14]2)([c:19]2[cH:20][c:21]([Br:25])[cH:22][cH:23][cH:24]2)[C:5](=[O:8])[N:6]1[CH3:7].[O:53]1[CH2:54][CH2:55][O:56][CH2:57][CH2:58]1.[OH2:52]>>[NH2:1][C:2]1=[N:3][C:4]([c:9]2[cH:10][cH:11][c:12]([O:15][CH:16]([F:17])[F:18])[cH:13][cH:14]2)([c:19]2[cH:20][c:21]([C:50]#[C:49][CH2:48][CH2:47][CH2:46][OH:51])[cH:22][cH:23][cH:24]2)[C:5](=[O:8])[N:6]1[CH3:7]. Starting materials: [BH4-].[Na+] (NaBH4), N1(C=NC=C1)C1COC2=C(C1=O)C=C(C=C2)Cl (3-(1-imidazolyl)-2,3-dihydro-6-chloro-4H-1-benzopyran-4-one), O (water). The solvent is CO (MeOH). Run at time 2 hour. The product is N1(C=NC=C1)C1COC2=C(C1O)C=C(C=C2)Cl (3-(1-imidazolyl)-2,3-dihydro-6-chloro-4H-1-benzopyran-4-ol). Yield: 69.8%. As a reaction SMILES: [BH4-].[Na+].[N:3]1([CH:8]2[C:13](=[O:14])[C:12]3[CH:15]=[C:16]([Cl:19])[CH:17]=[CH:18][C:11]=3[O:10][CH2:9]2)[CH:7]=[CH:6][N:5]=[CH:4]1.O>CO>[N:3]1([CH:8]2[CH:13]([OH:14])[C:12]3[CH:15]=[C:16]([Cl:19])[CH:17]=[CH:18][C:11]=3[O:10][CH2:9]2)[CH:7]=[CH:6][N:5]=[CH:4]1 |f:0.1|. Procedure details: NaBH4 (1 g) was added portionwise to a solution of 3-(1-imidazolyl)-2,3-dihydro-6-chloro-4H-1-benzopyran-4-one (2.7 g) in MeOH (70 ml) at 5°-10° C. The mixture, stirred at room temperature for 2 hours, added with water (300 ml), extracted with CHCl3, dried and evaporated to dryness gave 3-(1-imidazolyl)-2,3-dihydro-6-chloro-4H-1-benzopyran-4-ol (cis and trans mixture; 1.9 g). The separation of the isomers was made by column chromatography of silica gel, eluent used: CHCl3 :MeOH:NH4OH 32%=170:30:...